From a dataset of the Open Reaction Database (ORD), a public repository of structured organic reaction records. describe an organic reaction: reactants, conditions, products, and yield Starting materials: C(C)(C)(C)OC(N[C@H](CC)C1=C(C(=C(C=C1)Cl)C(=O)C1=NC=C(C=C1)Br)F)=O ({(R)-1-[3-(5-bromo-pyridine-2-carbonyl)-4-chloro-2-fluoro-phenyl]-propyl}-carbamic acid tert-butyl ester), [OH-].[NH4+] (ammonium hydroxide). Reagents/catalysts: [Cu-]=O (copper (I) oxide). The solvent is CN1CCCC1=O (NMP). Reaction conditions: temperature 80 celsius. Yields the product C(C)(C)(C)OC(N[C@H](CC)C1=C(C(=C(C=C1)Cl)C(=O)C1=NC=C(C=C1)N)F)=O ({(R)-1-[3-(5-amino-pyridine-2-carbonyl)-4-chloro-2-fluoro-phenyl]-propyl}-carbamic acid tert-butyl ester). The yield is 70.0%. Reaction SMILES: [C:1]([O:5][C:6](=[O:28])[NH:7][C@@H:8]([C:11]1[CH:16]=[CH:15][C:14]([Cl:17])=[C:13]([C:18]([C:20]2[CH:25]=[CH:24][C:23](Br)=[CH:22][N:21]=2)=[O:19])[C:12]=1[F:27])[CH2:9][CH3:10])([CH3:4])([CH3:3])[CH3:2].[OH-].[NH4+:30]>CN1C(=O)CCC1.[Cu-]=O>[C:1]([O:5][C:6](=[O:28])[NH:7][C@@H:8]([C:11]1[CH:16]=[CH:15][C:14]([Cl:17])=[C:13]([C:18]([C:20]2[CH:25]=[CH:24][C:23]([NH2:30])=[CH:22][N:21]=2)=[O:19])[C:12]=1[F:27])[CH2:9][CH3:10])([CH3:4])([CH3:3])[CH3:2] |f:1.2|. Reported procedure: Step 2 To a solution of {(R)-1-[3-(5-bromo-pyridine-2-carbonyl)-4-chloro-2-fluoro-phenyl]-propyl}-carbamic acid tert-butyl ester (371 mg, 0.79 mmol) in NMP (2 mL) was added copper (I) oxide (23 mg, 0.16 mmol, 0.2 eq.) and ammonium hydroxide (˜29% in water, 2 mL) in a Reacti-vial and the mixture heated at 80° C. for 4 h. The mixture was partitioned between EtOAc (20 mL) and water (20 mL) and the organic phase extracted with further EtOAc (10 mL). Combined organic phase was washed with water (3×20... The reactants are C(C)OC(C(C)(C)OC=1C=C2C(=C(NC2=CC1)C)CCC1=CC=C(C=C1)Cl)=O (2-{3-[2-(4-chloro-phenyl)-ethyl]-2-methyl-1H-indole-5-yloxy}-2-methyl-propanoic acid ethylester), C(C=C)Br (allylbromide), [Na] (sodium), [H-].[Na+] (sodium hydride). Run in CN(C=O)C (dimethylformamide). The product is C(C)OC(C(C)(C)OC=1C=C2C(=C(N(C2=CC1)CC=C)C)CCC1=CC=C(C=C1)Cl)=O (2-{3-[2-(4-Chloro-phenyl)-ethyl]-2-methyl-1-allyl-1H-indole-5-yloxy}-2-methyl-propanoic acid ethylester). Reaction SMILES: [CH2:1]([O:3][C:4](=[O:28])[C:5]([O:8][C:9]1[CH:10]=[C:11]2[C:15](=[CH:16][CH:17]=1)[NH:14][C:13]([CH3:18])=[C:12]2[CH2:19][CH2:20][C:21]1[CH:26]=[CH:25][C:24]([Cl:27])=[CH:23][CH:22]=1)([CH3:7])[CH3:6])[CH3:2].[Na].[H-].[Na+].[CH2:32](Br)[CH:33]=[CH2:34]>CN(C)C=O>[CH2:1]([O:3][C:4](=[O:28])[C:5]([O:8][C:9]1[CH:10]=[C:11]2[C:15](=[CH:16][CH:17]=1)[N:14]([CH2:34][CH:33]=[CH2:32])[C:13]([CH3:18])=[C:12]2[CH2:19][CH2:20][C:21]1[CH:22]=[CH:23][C:24]([Cl:27])=[CH:25][CH:26]=1)([CH3:7])[CH3:6])[CH3:2] |f:2.3,^1:28|. Procedure: Two grams (5 m mole) of 2-{3-[2-(4-chloro-phenyl)-ethyl]-2-methyl-1H-indole-5-yloxy}-2-methyl-propanoic acid ethylester in 20 ml of absolute dimethylformamide were converted to the sodium salt in the present of 0.24 g (~5 m mole) of 55% sodium hydride immersion in oil, and the mixture was alkylated with 1.2 g (10 m mole) of allylbromide at room temperature. After the solvent was distilled off in vacuo, the evaporation residue was dissolved in toluene, filtered, and purified over a silicagel colu...